Dataset: the Open Reaction Database (ORD), a public repository of structured organic reaction records. Task: describe an organic reaction: reactants, conditions, products, and yield Starting materials: C(Cl)(Cl)Cl (chloroform), C12(CC3CC(CC(C1)C3)C2)C(=O)O (1-adamantanecarboxylic acid), C([O-])([O-])=O.[Na+].[Na+] (sodium carbonate). Reagents/catalysts: S(=O)(=O)(O)[O-].C(CCC)[N+](CCCC)(CCCC)CCCC (tetrabutylammonium hydrogen sulfate). The solvent is O (water), O (water). Reaction conditions: temperature 100 celsius, time 20 minute. Yields the product C12(CC3CC(CC(C1)C3)C2)C(=O)OC(C)Cl (1-chloroethyl adamantane-1-carboxylate). Reaction SMILES: [C:1]12([C:11]([OH:13])=[O:12])[CH2:10][CH:5]3[CH2:6][CH:7]([CH2:9][CH:3]([CH2:4]3)[CH2:2]1)[CH2:8]2.[C:14](=O)([O-])[O-].[Na+].[Na+].[CH:20]([Cl:23])(Cl)Cl>O.S([O-])(O)(=O)=O.C([N+](CCCC)(CCCC)CCCC)CCC>[C:1]12([C:11]([O:13][CH:20]([Cl:23])[CH3:14])=[O:12])[CH2:10][CH:5]3[CH2:6][CH:7]([CH2:9][CH:3]([CH2:4]3)[CH2:2]1)[CH2:8]2 |f:1.2.3,6.7|. Reported procedure: To a suspension of 1-adamantanecarboxylic acid (1.50 g) in water (22 mL), sodium carbonate (3.53 g) was added, and the mixture was stirred at 100° C. for 20 minutes. After cooling to 0° C., tetrabutylammonium hydrogen sulfate (1.00 g), chloroform (30 mL) and 1-chloroethyl sulfochloridate (1.94 g) were added to the reaction mixture, and the mixture was stirred at 0° C. for 1 hour and at room temperature for 12 hours. To the reaction solution, water was added, and the mixture was extracted twice w...